Dataset: the Open Reaction Database (ORD), a public repository of structured organic reaction records. Task: describe an organic reaction: reactants, conditions, products, and yield Reactants: C(C)(C)(C)C1=CC(=NC=C1)N (4-tert-butylpyridin-2-amine), Example 11A, CN(C=O)C (N,N-dimethylformamide). The reagents and catalysts are [I-].C(CCC)[N+](CCCC)(CCCC)CCCC (tetrabutylammonium iodide), [I-].C(CCC)[N+](CCCC)(CCCC)CCCC (tetrabutylammonium iodide). Conditions: temperature 95 celsius, time 16 hour. Product: C(C)(C)(C)C1=CC(N(C=C1)C[C@@H]1OCCC1)=N ((R)-4-tert-butyl-1-((tetrahydrofuran-2-yl)methyl)pyridin-2(1H)-imine). RXN SMILES: [C:1]([C:5]1[CH:10]=[CH:9][N:8]=[C:7]([NH2:11])[CH:6]=1)([CH3:4])([CH3:3])[CH3:2].CN(C)[CH:14]=[O:15]>[I-].C([N+](CCCC)(CCCC)CCCC)CCC>[C:1]([C:5]1[CH:10]=[CH:9][N:8]([CH2:2][C@H:1]2[CH2:5][CH2:6][CH2:14][O:15]2)[C:7](=[NH:11])[CH:6]=1)([CH3:4])([CH3:2])[CH3:3] |f:2.3|. Reported procedure: A mixture of 4-tert-butylpyridin-2-amine (1.0 g, 6.7 mmol, LeadGen Labs), Example 11A (2.0 g, 8.0 mmol), and tetrabutylammonium iodide (1.2 g, 3.3 mmol) in N,N-dimethylformamide (1.3 mL) was heated at 95° C. for 16 hours. The reaction was incomplete as monitored by LC/MS. One more equivalent of both Example 11A and tetrabutylammonium iodide were added. After stirring at 95° C. for 16 hours, the reaction mixture was cooled and quenched with saturated NaHCO3 (10 mL). The aqueous layer was extracte... Reactants: Cl.C(N)(=N)C1=CC(=C(CNC(C(C2=C(C=C(C=C2)OC)F)OCC)=O)C=C1)OC1=NC=C(C=C1)[N+](=O)[O-] ((RS)-N-[4-Carbamimidoyl-2-(5-nitro-pyridin-2-yloxy)-benzyl]-2-ethoxy-2-(2-fluoro-4-methoxy-phenyl)-acetamide hydrochloride). The reagents and catalysts are [Pd] (Pd). The solvent is CCO.C1CCOC1 (EtOH THF). Yields the product Cl.NC=1C=CC(=NC1)OC1=C(CNC(C(C2=C(C=C(C=C2)OC)F)OCC)=O)C=CC(=C1)C(N)=N ((RS)-N-[2-(5-amino-pyridin-2-yloxy)-4-carbamimidoyl-benzyl]-2-ethoxy-2-(2-fluoro-4-methoxy-phenyl)-acetamide hydrochloride). RXN SMILES: [ClH:1].[C:2]([C:5]1[CH:27]=[CH:26][C:8]([CH2:9][NH:10][C:11](=[O:25])[CH:12]([O:22][CH2:23][CH3:24])[C:13]2[CH:18]=[CH:17][C:16]([O:19][CH3:20])=[CH:15][C:14]=2[F:21])=[C:7]([O:28][C:29]2[CH:34]=[CH:33][C:32]([N+:35]([O-])=O)=[CH:31][N:30]=2)[CH:6]=1)(=[NH:4])[NH2:3]>CCO.C1COCC1.[Pd]>[ClH:1].[NH2:35][C:32]1[CH:33]=[CH:34][C:29]([O:28][C:7]2[CH:6]=[C:5]([C:2](=[NH:3])[NH2:4])[CH:27]=[CH:26][C:8]=2[CH2:9][NH:10][C:11](=[O:25])[CH:12]([O:22][CH2:23][CH3:24])[C:13]2[CH:18]=[CH:17][C:16]([O:19][CH3:20])=[CH:15][C:14]=2[F:21])=[N:30][CH:31]=1 |f:0.1,2.3,5.6|. Procedure details: (RS)-N-[4-Carbamimidoyl-2-(5-nitro-pyridin-2-yloxy)-benzyl]-2-ethoxy-2-(2-fluoro-4-methoxy-phenyl)-acetamide hydrochloride was hydrogenated at rt and normal pressure in EtOH/THF using Pd (10% on charcoal) as a catalyst to give (RS)-N-[2-(5-amino-pyridin-2-yloxy)-4-carbamimidoyl-benzyl]-2-ethoxy-2-(2-fluoro-4-methoxy-phenyl)-acetamide hydrochloride. Light yellow solid. MS 468.1 ([M+H]+) The reactants are Cl.ClC1=CC=C(C=C1)C[C@H]([C@H](C)N)C1=CC(=CC=C1)C#N (3-(4-chlorophenyl)-2(S)(3-cyanophenyl)-1(S)-methyl-propylamine hydrochloride), CS(=O)(=O)CC(=O)C1=CC=CC=C1 (2-methanesulfonylacetophenone). Yields the product ClC1=CC=C(C[C@H]([C@H](C)NC(CS(=O)(=O)C)C2=CC=CC=C2)C=2C=C(C#N)C=CC2)C=C1 (3-(1(S)-(4-Chlorobenzyl)-2(S)-((1-phenyl-2-methanesulfonylethyl)amino)propyl)benzonitrile). Reaction SMILES: Cl.[Cl:2][C:3]1[CH:8]=[CH:7][C:6]([CH2:9][C@@H:10]([C:14]2[CH:19]=[CH:18][CH:17]=[C:16]([C:20]#[N:21])[CH:15]=2)[C@@H:11]([NH2:13])[CH3:12])=[CH:5][CH:4]=1.[CH3:22][S:23]([CH2:26][C:27]([C:29]1[CH:34]=[CH:33][CH:32]=[CH:31][CH:30]=1)=O)(=[O:25])=[O:24]>>[Cl:2][C:3]1[CH:8]=[CH:7][C:6]([CH2:9][C@@H:10]([C:14]2[CH:15]=[C:16]([CH:17]=[CH:18][CH:19]=2)[C:20]#[N:21])[C@@H:11]([NH:13][CH:27]([C:29]2[CH:34]=[CH:33][CH:32]=[CH:31][CH:30]=2)[CH2:26][S:23]([CH3:22])(=[O:24])=[O:25])[CH3:12])=[CH:5][CH:4]=1 |f:0.1|. Procedure: The title compound was prepared from 3-(4-chlorophenyl)-2(S)(3-cyanophenyl)-1(S)-methyl-propylamine hydrochloride and 2-methanesulfonylacetophenone by the procedure of Example 33 as a mixture of two diastereomers. LC-MS: m/e=467 (M+1), 469 (M+3) (3.05 min and 4.05 min). The reactants are COC(C)CC(=O)O, Cl, NC1CCC(CCN2CCC(c3cccc4c3OCO4)CC2)CC1. Product: COC(C)CC(=O)NC1CCC(CCN2CCC(c3cccc4c3OCO4)CC2)CC1. RXN SMILES: [CH3:26][O:27][CH:28]([CH2:29][C:30](=[O:31])[OH:32])[CH3:33].[ClH:1].[O:2]1[CH2:3][O:4][c:5]2[c:6]1[cH:7][cH:8][cH:9][c:10]2[CH:11]1[CH2:12][CH2:13][N:14]([CH2:17][CH2:18][CH:19]2[CH2:20][CH2:21][CH:22]([NH2:25])[CH2:23][CH2:24]2)[CH2:15][CH2:16]1>>[O:2]1[CH2:3][O:4][c:5]2[c:6]1[cH:7][cH:8][cH:9][c:10]2[CH:11]1[CH2:12][CH2:13][N:14]([CH2:17][CH2:18][CH:19]2[CH2:20][CH2:21][CH:22]([NH:25][C:30]([CH2:29][CH:28]([O:27][CH3:26])[CH3:33])=[O:31])[CH2:23][CH2:24]2)[CH2:15][CH2:16]1. Reactants: S=C=NCCc1ccccc1, CN(C)C=O, ClCCl, NCc1ccc2[nH]ccc2c1. Product: S=C(NCCc1ccccc1)NCc1ccc2[nH]ccc2c1. As a reaction SMILES: [CH2:12]([CH2:13][c:14]1[cH:15][cH:16][cH:17][cH:18][cH:19]1)[N:20]=[C:21]=[S:22].[CH3:23][N:24]([CH3:25])[CH:26]=[O:27].[Cl:28][CH2:29][Cl:30].[nH:1]1[cH:2][cH:3][c:4]2[cH:5][c:6]([CH2:10][NH2:11])[cH:7][cH:8][c:9]12>>[nH:1]1[cH:2][cH:3][c:4]2[cH:5][c:6]([CH2:10][NH:11][C:21]([NH:20][CH2:12][CH2:13][c:14]3[cH:15][cH:16][cH:17][cH:18][cH:19]3)=[S:22])[cH:7][cH:8][c:9]12. The reactants are CC(C)=O, CCOC(=O)Cl, [Na+], O, CCOC(=O)C(=NO)C(=O)OCC, O=C([O-])O. Yields the product CCOC(=O)ON=C(C(=O)OCC)C(=O)OCC. Reaction SMILES: [CH3:26][C:27](=[O:28])[CH3:29].[Cl:15][C:16](=[O:17])[O:18][CH2:19][CH3:20].[Na+:21].[OH2:14].[OH:1][N:2]=[C:3]([C:4](=[O:5])[O:6][CH2:7][CH3:8])[C:9](=[O:10])[O:11][CH2:12][CH3:13].[OH:22][C:23](=[O:24])[O-:25]>>[O:1]([N:2]=[C:3]([C:4](=[O:5])[O:6][CH2:7][CH3:8])[C:9](=[O:10])[O:11][CH2:12][CH3:13])[C:16](=[O:17])[O:18][CH2:19][CH3:20]. The product is C(C)(=O)NC=1C=C(C=CC1C)C=CC(=O)O (3-(3-Acetamido-4-methylphenyl)propenoic acid). Procedure details: To a solution of 3-acetamido-4-methylbenzaldehyde (14 g, 79 mmol) in pyridine (210 mL) is added piperidine (3.9 mL, 39.4 mmol) and malonic acid (15.26 g, 146.6 mmol). The mixture is heated to 100° C. for 4 hours, then stirred at room temperature overnight. The solution is concentrated in vacuo, then diluted with water. Cold 1 N HCl is added to the slurry until pH is ca. 4. The solid product (16.178 g, 73.8 mmol) is collected and washed generously with water. The title compound (16.178 g, 73.8 mm... Reaction SMILES: [C:1]([NH:4][C:5]1[CH:6]=[C:7]([CH:10]=[CH:11][C:12]=1[CH3:13])[CH:8]=O)(=[O:3])[CH3:2].N1CCCCC1.C(O)(=O)[CH2:21][C:22]([OH:24])=[O:23].O=P12OP3(OP(OP(O3)(O1)=O)(=O)O2)=O>N1C=CC=CC=1>[C:1]([NH:4][C:5]1[CH:6]=[C:7]([CH:8]=[CH:21][C:22]([OH:24])=[O:23])[CH:10]=[CH:11][C:12]=1[CH3:13])(=[O:3])[CH3:2]. Conditions: temperature 100 celsius, time 8 hour. Yield: 93.4%. Starting materials: C(C)(=O)NC=1C=C(C=O)C=CC1C (3-acetamido-4-methylbenzaldehyde), N1CCCCC1 (piperidine), C(CC(=O)O)(=O)O (malonic acid), O=P12OP3(=O)OP(=O)(O1)OP(=O)(O2)O3 (P2O5), product. The solvent is N1=CC=CC=C1 (pyridine). Starting materials: NC1=NC(=C(C(=N1)N[C@H](CCO)CCC)CC1=C(C=C(CN2[C@H](CCC2)C(=O)OC(C)(C)C)C=C1)OC)C ((R)-tert-butyl 1-(4-((2-amino-4-((S)-1-hydroxyhexan-3-ylamino)-6-methylpyrimidin-5-yl)methyl)-3-methoxybenzyl)pyrrolidine-2-carboxylate), FC(C(=O)O)(F)F (trifluoroacetic acid), CO (methanol). Run in C(Cl)(Cl)Cl (chloroform). Run at time 12 hour. The product is NC1=NC(=C(C(=N1)N[C@H](CCO)CCC)CC1=C(C=C(CN2[C@H](CCC2)C(=O)O)C=C1)OC)C ((R)-1-(4-((2-amino-4-((S)-1-hydroxyhexan-3-ylamino)-6-methylpyrimidin-5-yl)methyl)-3-methoxybenzyl)pyrrolidine-2-carboxylic acid). Isolated yield 79.9%. RXN SMILES: [NH2:1][C:2]1[N:7]=[C:6]([NH:8][C@@H:9]([CH2:13][CH2:14][CH3:15])[CH2:10][CH2:11][OH:12])[C:5]([CH2:16][C:17]2[CH:35]=[CH:34][C:20]([CH2:21][N:22]3[CH2:26][CH2:25][CH2:24][C@@H:23]3[C:27]([O:29]C(C)(C)C)=[O:28])=[CH:19][C:18]=2[O:36][CH3:37])=[C:4]([CH3:38])[N:3]=1.FC(F)(F)C(O)=O.CO>C(Cl)(Cl)Cl>[NH2:1][C:2]1[N:7]=[C:6]([NH:8][C@@H:9]([CH2:13][CH2:14][CH3:15])[CH2:10][CH2:11][OH:12])[C:5]([CH2:16][C:17]2[CH:35]=[CH:34][C:20]([CH2:21][N:22]3[CH2:26][CH2:25][CH2:24][C@@H:23]3[C:27]([OH:29])=[O:28])=[CH:19][C:18]=2[O:36][CH3:37])=[C:4]([CH3:38])[N:3]=1. Reported procedure: To a solution of the product of step (ii) (70 mg) in chloroform (1.5 mL) was added trifluoroacetic acid (1.5 mL) and the mixture was stirred at RT. After 12 h, methanol (10 mL) was stirred at room temperature. After 12 h, the mixture was concentrated under reduced pressure. 10% aqueous potassium dicarbonate was added and the resulting mixture was extracted with chloroform/EtOH (3/1). The combined organic layer was dried and concentrated under reduced pressure to afford the sub-title compound (50... Starting materials: CCOc1cc(C(Nc2cc(C(N)=O)ccc2F)C(=O)O)ccc1F, CC(C)S(=O)(=O)c1ccc(NC(=O)N(C)C)cc1C1CCCN1, Cl. Yields the product CCOc1cc(C(Nc2cc(C(N)=O)ccc2F)C(=O)N2CCCC2c2cc(NC(=O)N(C)C)ccc2S(=O)(=O)C(C)C)ccc1F. RXN SMILES: [C:1]([NH2:2])(=[O:3])[c:4]1[cH:5][cH:6][c:7]([F:25])[c:8]([NH:10][CH:11]([C:12](=[O:13])[OH:14])[c:15]2[cH:16][c:17]([O:22][CH2:23][CH3:24])[c:18]([F:21])[cH:19][cH:20]2)[cH:9]1.[CH:27]([CH3:28])([CH3:29])[S:30](=[O:31])(=[O:32])[c:33]1[c:34]([CH:45]2[NH:46][CH2:47][CH2:48][CH2:49]2)[cH:35][c:36]([NH:39][C:40]([N:41]([CH3:42])[CH3:43])=[O:44])[cH:37][cH:38]1.[ClH:26]>>[C:1]([NH2:2])(=[O:3])[c:4]1[cH:5][cH:6][c:7]([F:25])[c:8]([NH:10][CH:11]([C:12](=[O:13])[N:46]2[CH:45]([c:34]3[c:33]([S:30]([CH:27]([CH3:28])[CH3:29])(=[O:31])=[O:32])[cH:38][cH:37][c:36]([NH:39][C:40]([N:41]([CH3:42])[CH3:43])=[O:44])[cH:35]3)[CH2:49][CH2:48][CH2:47]2)[c:15]2[cH:16][c:17]([O:22][CH2:23][CH3:24])[c:18]([F:21])[cH:19][cH:20]2)[cH:9]1.